From a dataset of the Open Reaction Database (ORD), a public repository of structured organic reaction records. describe an organic reaction: reactants, conditions, products, and yield Starting materials: Cl.Cl.NCCCCC[C@@H](C(=O)OCC)N[C@H]1COC2=C(N(C1=O)CC(=O)O)C=CC=C2 (3(S)-[6-amino-1(S)-ethoxycarbonylhexyl]amino-4-oxo-2,3,4,5-tetrahydro-1,5-benzoxazepine-5-acetic acid dihydrochloride), C(C)(=O)O (acetic acid). Run in [OH-].[Na+] (sodium hydroxide). Run at time 30 minute. The product is NCCCCC[C@@H](C(=O)O)N[C@H]1COC2=C(N(C1=O)CC(=O)O)C=CC=C2 (3(S)-[6-amino-1(S)-carboxyhexyl]amino-4-oxo-2,3,4,5-tetrahydro-1,5-benzoxazepine-5-acetic acid). Isolated yield 61.5%. Reaction SMILES: Cl.Cl.[NH2:3][CH2:4][CH2:5][CH2:6][CH2:7][CH2:8][C@H:9]([NH:15][C@@H:16]1[C:22](=[O:23])[N:21]([CH2:24][C:25]([OH:27])=[O:26])[C:20]2[CH:28]=[CH:29][CH:30]=[CH:31][C:19]=2[O:18][CH2:17]1)[C:10]([O:12]CC)=[O:11].C(O)(=O)C>[OH-].[Na+]>[NH2:3][CH2:4][CH2:5][CH2:6][CH2:7][CH2:8][C@H:9]([NH:15][C@@H:16]1[C:22](=[O:23])[N:21]([CH2:24][C:25]([OH:27])=[O:26])[C:20]2[CH:28]=[CH:29][CH:30]=[CH:31][C:19]=2[O:18][CH2:17]1)[C:10]([OH:12])=[O:11] |f:0.1.2,4.5|. Reported procedure: A solution of 3(S)-[6-amino-1(S)-ethoxycarbonylhexyl]amino-4-oxo-2,3,4,5-tetrahydro-1,5-benzoxazepine-5-acetic acid dihydrochloride (0.35 g) in 1N sodium hydroxide solution (10 ml) is allowed to stand for 30 minutes at room temperature. After addition of acetic acid (2.5 ml), the mixture is subjected to Amberlite XAD-2 column chromatography eluting with methanol-water (1:10). The eluate is concentrated under reduced pressure and lyophilized to yield 3(S)-[6-amino-1(S)-carboxyhexyl]amino-4-oxo-2,...